This data is from the Open Reaction Database (ORD), a public repository of structured organic reaction records. The task is: describe an organic reaction: reactants, conditions, products, and yield The reactants are CC(=O)N1CCNCC1, CC(=O)O[BH-](OC(C)=O)OC(C)=O, C1CCOC1, CC(=O)O, CC(=O)COc1ccc(C2CCN(C3=Nn4c(nnc4C(F)(F)F)CC3)CC2)cc1, [Mg+2], [Na+], O=S(=O)([O-])[O-]. Yields the product CC(=O)N1CCN(C(C)COc2ccc(C3CCN(C4=Nn5c(nnc5C(F)(F)F)CC4)CC3)cc2)CC1. RXN SMILES: [C:35]([CH3:36])(=[O:37])[N:38]1[CH2:39][CH2:40][NH:41][CH2:42][CH2:43]1.[C:50]([O:51][BH-:52]([O:53][C:54](=[O:55])[CH3:56])[O:57][C:58](=[O:59])[CH3:60])(=[O:61])[CH3:62].[CH2:64]1[O:65][CH2:66][CH2:67][CH2:68]1.[CH3:1][C:2](=[O:3])[OH:4].[F:5][C:6]([c:7]1[n:8][n:9][c:10]2[n:11]1[N:12]=[C:13]([N:16]1[CH2:17][CH2:18][CH:19]([c:22]3[cH:23][cH:24][c:25]([O:26][CH2:27][C:28]([CH3:29])=[O:30])[cH:31][cH:32]3)[CH2:20][CH2:21]1)[CH2:14][CH2:15]2)([F:33])[F:34].[Mg+2:44].[Na+:63].[O-:45][S:46]([O-:47])(=[O:48])=[O:49]>>[F:5][C:6]([c:7]1[n:8][n:9][c:10]2[n:11]1[N:12]=[C:13]([N:16]1[CH2:17][CH2:18][CH:19]([c:22]3[cH:23][cH:24][c:25]([O:26][CH2:27][CH:28]([CH3:29])[N:41]4[CH2:40][CH2:39][N:38]([C:35]([CH3:36])=[O:37])[CH2:43][CH2:42]4)[cH:31][cH:32]3)[CH2:20][CH2:21]1)[CH2:14][CH2:15]2)([F:33])[F:34]. Reactants: Cl(=O)(=O)(=O)O (perchloric acid), BrC(C(=O)O)C1=CC=CC=C1 (bromo-phenylacetic acid), C([O-])(O)=O.[Na+] (sodium bicarbonate). The solvent is C(C)(=O)OC(C)(C)C (tert-butyl acetate). Run at time 8 hour. Product: BrC(C(=O)OC(C)(C)C)C1=CC=CC=C1 (tert-Butyl bromo-phenylacetate). As a reaction SMILES: [Br:1][CH:2]([C:6]1[CH:11]=[CH:10][CH:9]=[CH:8][CH:7]=1)[C:3]([OH:5])=[O:4].Cl(O)(=O)(=O)=O.C(=O)(O)[O-].[Na+]>C(OC(C)(C)C)(=O)C>[Br:1][CH:2]([C:6]1[CH:11]=[CH:10][CH:9]=[CH:8][CH:7]=1)[C:3]([O:5][C:6]([CH3:11])([CH3:7])[CH3:2])=[O:4] |f:2.3|. Procedure details: A mixture of 7.9 g (44.1 mmol) of bromo-phenylacetic acid in tert-butyl acetate (100 ml) was cooled in an ice/water bath. 0.5 ml of perchloric acid was added, and the reaction solution was stirred at room temperature overnight. The reaction solution was slowly added to a saturated aqueous sodium bicarbonate solution (200 ml), and the organic phase was separated off. The aqueous phase was extracted twice with 60 ml of ethyl acetate each time, the combined organic phases were washed with saturated... Reaction SMILES: [Br:1][c:2]1[cH:3][cH:4][c:5]2[cH:6][cH:7][c:8]3[cH:9][c:10]([CH2:16][Br:17])[cH:11][cH:12][c:13]3[c:14]2[cH:15]1.[CH2:28]([O:29][CH2:30][CH3:31])[CH3:32].[CH3:19][C:20]([O-:21])=[O:22].[K+:18].[O:23]=[CH:24][N:25]([CH3:26])[CH3:27]>>[Br:1][c:2]1[cH:3][cH:4][c:5]2[cH:6][cH:7][c:8]3[cH:9][c:10]([CH2:16][O:22][C:20]([CH3:19])=[O:21])[cH:11][cH:12][c:13]3[c:14]2[cH:15]1. The product is CC(=O)OCc1ccc2c(ccc3ccc(Br)cc32)c1. The reactants are BrCc1ccc2c(ccc3ccc(Br)cc32)c1, CCOCC, CC(=O)[O-], [K+], CN(C)C=O. The reactants are C(C)(C)(C)OC(=O)N1[C@@H]([C@@H]([C@H](C1)F)OC)C(=O)O ((2S,3S,4S)-4-fluoro-3-methoxy-pyrrolidine-1,2-dicarboxylic acid 1-tert-butyl ester), C(C)(C)(C)OC(=O)N1[C@@H]([C@H]([C@@H](C1)OC)F)C(=O)O ((2R,3R,4R)-3-fluoro-4-methoxy-pyrrolidine-1,2-dicarboxylic acid 1-tert-butyl ester), ClC=1C(=C(CN)C=CC1)F (3-chloro-2-fluoro-benzylamine), CCCP(=O)=O (propylphosphonic anhydride), CCN(C(C)C)C(C)C (DIPEA). Run in C(Cl)Cl (CH2Cl2). Run at time 2 hour. Yields the product C(C)(C)(C)OC(=O)N1[C@@H]([C@@H]([C@H](C1)F)OC)C(NCC1=C(C(=CC=C1)Cl)F)=O ((2S,3S,4S)-2-(3-chloro-2-fluoro-benzylcarbamoyl)-4-fluoro-3-methoxy-pyrrolidine-1-carboxylic acid tert-butyl ester). RXN SMILES: [C:1]([O:5][C:6]([N:8]1[CH2:12][C@H:11]([F:13])[C@@H:10]([O:14][CH3:15])[C@H:9]1[C:16]([OH:18])=O)=[O:7])([CH3:4])([CH3:3])[CH3:2].C(OC(N1C[C@@H](OC)[C@H](F)[C@H]1C(O)=O)=O)(C)(C)C.[Cl:37][C:38]1[C:39]([F:46])=[C:40]([CH:43]=[CH:44][CH:45]=1)[CH2:41][NH2:42].CCCP(=O)=O.CCN(C(C)C)C(C)C>C(Cl)Cl>[C:1]([O:5][C:6]([N:8]1[CH2:12][C@H:11]([F:13])[C@@H:10]([O:14][CH3:15])[C@H:9]1[C:16](=[O:18])[NH:42][CH2:41][C:40]1[CH:43]=[CH:44][CH:45]=[C:38]([Cl:37])[C:39]=1[F:46])=[O:7])([CH3:2])([CH3:3])[CH3:4]. Procedure: To a solution of (2S,3S,4S)-4-fluoro-3-methoxy-pyrrolidine-1,2-dicarboxylic acid 1-tert-butyl ester and (2R,3R,4R)-3-fluoro-4-methoxy-pyrrolidine-1,2-dicarboxylic acid 1-tert-butyl ester (1.55 g, 5.89 mmol) in CH2Cl2 (50 mL) were added 3-chloro-2-fluoro-benzylamine (1.03 g, 6.48 mmol), propylphosphonic anhydride (50% in EtOAc, 5.20 mL, 8.83 mmol) and DIPEA (3.08 mL, 17.7 mmol). The reaction mixture was stirred at RT for 2 h and concentrated. The crude residue was purified by flash column chromat... Reactants: S(=O)([O-])[O-].[Ca+2] (calcium sulfite), S([O-])(O)=O.[Ca+2].S([O-])(O)=O (calcium bisulfite). Product: S(=O)=O (sulfur dioxide), S(=O)(=O)([O-])[O-].[Ca+2] (calcium sulfate). RXN SMILES: [S:1]([O-])([O-:3])=[O:2].[Ca+2:5].[S:6](=[O:9])([OH:8])[O-:7].[Ca+2].S(=O)(O)[O-:12]>>[S:1](=[O:3])=[O:2].[S:6]([O-:12])([O-:8])(=[O:7])=[O:9].[Ca+2:5] |f:0.1,2.3.4,6.7|. Procedure: An oxidation zone can be provided in the sump to convert calcium sulfite and calcium bisulfite, formed by the absorption of sulfur dioxide, into calcium sulfate so that the solids which tend to come out of solution in the sump to form the sludge, predominantly consist of calcium sulfate.